This data is from the Open Reaction Database (ORD), a public repository of structured organic reaction records. The task is: describe an organic reaction: reactants, conditions, products, and yield Starting materials: COC=1C=CC2=C(N=C(C=3C(C=4C=CN=CC4C23)=O)OS(=O)(=O)C2=CC=C(C=C2)C)C1C (toluene-4-sulfonic acid 3-methoxy-4-methyl-7-oxo-7H-5,10-diaza-benzo[c]fluoren-6-yl ester), NCCN(CCCN(C)CCN)C (N,N′-bis-(2-amino-ethyl)-N,N′-dimethyl-propane-1,3-diamine). Yields the product COC=1C=CC2=C(N=C(C=3C(C=4C=CN=CC4C23)=O)NCCN(C)CCCN(C)CCNC2=NC3=C(C=4C=5C=NC=CC5C(C24)=O)C=CC(=C3C)OC)C1C (3-methoxy-6-{2-[(3-{[2-(3-methoxy-4-methyl-7-oxo-7H-5,10-diaza-benzo[c]fluoren-6-ylamino)-ethyl]-methyl-amino}-propyl)-methyl-amino]-ethylamino}-4-methyl-5,10-diaza-benzo[c]fluoren-7-one). RXN SMILES: [CH3:1][O:2][C:3]1[CH:4]=[CH:5][C:6]2[C:18]3[C:17]4[CH:16]=[N:15][CH:14]=[CH:13][C:12]=4[C:11](=[O:19])[C:10]=3[C:9](OS(C3C=CC(C)=CC=3)(=O)=O)=[N:8][C:7]=2[C:31]=1[CH3:32].[NH2:33][CH2:34][CH2:35][N:36]([CH3:45])[CH2:37][CH2:38][CH2:39][N:40]([CH2:42][CH2:43][NH2:44])[CH3:41]>>[CH3:1][O:2][C:3]1[CH:4]=[CH:5][C:6]2[C:18]3[C:17]4[CH:16]=[N:15][CH:14]=[CH:13][C:12]=4[C:11](=[O:19])[C:10]=3[C:9]([NH:44][CH2:43][CH2:42][N:40]([CH2:39][CH2:38][CH2:37][N:36]([CH2:35][CH2:34][NH:33][C:9]3[C:10]4[C:11](=[O:19])[C:12]5[CH:13]=[CH:14][N:15]=[CH:16][C:17]=5[C:18]=4[C:6]4[CH:5]=[CH:4][C:3]([O:2][CH3:1])=[C:31]([CH3:32])[C:7]=4[N:8]=3)[CH3:45])[CH3:41])=[N:8][C:7]=2[C:31]=1[CH3:32]. Procedure: In a similar manner to Example 4, 3-methoxy-6-{2-[(3-{[2-(3-methoxy-4-methyl-7-oxo-7H-5,10-diaza-benzo[c]fluoren-6-ylamino)-ethyl]-methyl-amino}-propyl)-methyl-amino]-ethylamino}-4-methyl-5,10-diaza-benzo[c]fluoren-7-one was obtained starting from toluene-4-sulfonic acid 3-methoxy-4-methyl-7-oxo-7H-5,10-diaza-benzo[c]fluoren-6-yl ester (the compound of Reference Example 2c-1) and N,N′-bis-(2-amino-ethyl)-N,N′-dimethyl-propane-1,3-diamine. The desired product was obtained as a reddish powder. Reactants: ClCCCOC1=C(C=C2C(=C(C=NC2=C1)C#N)Cl)OC (7-(3-chloro-propoxy)-4-chloro-6-methoxy-quinoline-3-carbonitrile), C1=CC2=C(C=C1N)NN=C2 (6-aminoimidazole), Cl.N1=CC=CC=C1 (pyridine hydrochloride), C(C)OC(C)O (ethoxyethanol). The yield is 90.0%. As a reaction SMILES: [Cl:1][CH2:2][CH2:3][CH2:4][O:5][C:6]1[CH:15]=[C:14]2[C:9]([C:10](Cl)=[C:11]([C:16]#[N:17])[CH:12]=[N:13]2)=[CH:8][C:7]=1[O:19][CH3:20].[CH:21]1[C:26]([NH2:27])=[CH:25][C:24]2[NH:28][N:29]=[CH:30][C:23]=2[CH:22]=1.Cl.N1C=CC=CC=1.C(OC(O)C)C>>[Cl:1][CH2:2][CH2:3][CH2:4][O:5][C:6]1[CH:15]=[C:14]2[C:9]([C:10]([NH:27][C:26]3[CH:25]=[C:24]4[C:23]([CH:30]=[N:29][NH:28]4)=[CH:22][CH:21]=3)=[C:11]([C:16]#[N:17])[CH:12]=[N:13]2)=[CH:8][C:7]=1[O:19][CH3:20] |f:2.3|. Yields the product ClCCCOC1=C(C=C2C(=C(C=NC2=C1)C#N)NC1=CC=C2C=NNC2=C1)OC (7-(3-Chloropropoxy)-4-(1H-indazol-6-ylamino)-6-methoxyquinoline-3-carbonitrile). Procedure: The title compound was prepared by the procedure of Example 166 using 0.311 g of 7-(3-chloro-propoxy)-4-chloro-6-methoxy-quinoline-3-carbonitrile, 0.147 g of 6-aminoimidazole, 0.128 g of pyridine hydrochloride and 12 ml of ethoxyethanol to give 0.367 g (90%) of the desired product. MP 280-285° C. mass spectrum (electrospray m/e): M+H=407.9.